describe an organic reaction: reactants, conditions, products, and yield From a dataset of the Open Reaction Database (ORD), a public repository of structured organic reaction records. Starting materials: NC1=NC=C(N=C1CC1=CC=CC=C1)C1=CC=C(C=C1)OC (2-amino-3-benzyl-5-(4-methoxyphenyl)pyrazine), C1(=CC=CC=C1)CC(=O)Cl (phenylacetyl chloride), C([O-])(O)=O.[Na+] (sodium bicarbonate). The reagents and catalysts are CN(C1=CC=NC=C1)C (4-(dimethylamino)pyridine). Solvent: N1=CC=CC=C1 (pyridine). Reaction conditions: temperature 0 celsius, time 3.5 hour. The product is C(C1=CC=CC=C1)C=1C(=NC=C(N1)C1=CC=C(C=C1)OC)NC(CC1=CC=CC=C1)=O (3-Benzyl-5-(4-methoxyphenyl)-2-(phenylacetylamino)pyrazine). The yield is 96.2%. As a reaction SMILES: [NH2:1][C:2]1[C:7]([CH2:8][C:9]2[CH:14]=[CH:13][CH:12]=[CH:11][CH:10]=2)=[N:6][C:5]([C:15]2[CH:20]=[CH:19][C:18]([O:21][CH3:22])=[CH:17][CH:16]=2)=[CH:4][N:3]=1.[C:23]1([CH2:29][C:30](Cl)=[O:31])[CH:28]=[CH:27][CH:26]=[CH:25][CH:24]=1.C(=O)(O)[O-].[Na+]>N1C=CC=CC=1.CN(C)C1C=CN=CC=1>[CH2:8]([C:7]1[C:2]([NH:1][C:30](=[O:31])[CH2:29][C:23]2[CH:28]=[CH:27][CH:26]=[CH:25][CH:24]=2)=[N:3][CH:4]=[C:5]([C:15]2[CH:16]=[CH:17][C:18]([O:21][CH3:22])=[CH:19][CH:20]=2)[N:6]=1)[C:9]1[CH:10]=[CH:11][CH:12]=[CH:13][CH:14]=1 |f:2.3|. Procedure details: Under an argon atmosphere, 2-amino-3-benzyl-5-(4-methoxyphenyl)pyrazine (c-11) (prepared by the method described in Adamczyk, M. et al., Org. Prep. Proced. Int., 33, 477-485 (2001)) (400 mg, 1.37 mmol) was dissolved in pyridine (4 mL) and to this was added 4-(dimethylamino)pyridine (17.3 mg, 142 μmol), and then cooled to 0° C. To this was added phenylacetyl chloride (540 μL, 4.08 mmol) and stirred for 3.5 h after warming to room temperature. To this was added saturated aqueous solution of sodium... Procedure: By replacing in Example 1, step C, 4-benzoyl-3-n-butoxy-5-nitrobenzoic acid with 4-benzoyl-3-n-hexyloxy-5-nitrobenzoic acid, and following the procedure described, 5-amino-4-benzoyl-3-n-hexyloxybenzoic acid is obtained with a melting point of 168°-169` C. Yields the product NC=1C(=C(C=C(C(=O)O)C1)OCCCCCC)C(C1=CC=CC=C1)=O (5-amino-4-benzoyl-3-n-hexyloxybenzoic acid). RXN SMILES: C(C1C([N+]([O-])=O)=CC(C(O)=O)=CC=1OCCCC)(=O)C1C=CC=CC=1.[C:26]([C:34]1[C:42]([N+:43]([O-])=O)=[CH:41][C:37]([C:38]([OH:40])=[O:39])=[CH:36][C:35]=1[O:46][CH2:47][CH2:48][CH2:49][CH2:50][CH2:51][CH3:52])(=[O:33])[C:27]1[CH:32]=[CH:31][CH:30]=[CH:29][CH:28]=1>>[NH2:43][C:42]1[C:34]([C:26](=[O:33])[C:27]2[CH:28]=[CH:29][CH:30]=[CH:31][CH:32]=2)=[C:35]([O:46][CH2:47][CH2:48][CH2:49][CH2:50][CH2:51][CH3:52])[CH:36]=[C:37]([CH:41]=1)[C:38]([OH:40])=[O:39]. The reactants are C(C1=CC=CC=C1)(=O)C1=C(C=C(C(=O)O)C=C1[N+](=O)[O-])OCCCC (4-benzoyl-3-n-butoxy-5-nitrobenzoic acid), C(C1=CC=CC=C1)(=O)C1=C(C=C(C(=O)O)C=C1[N+](=O)[O-])OCCCCCC (4-benzoyl-3-n-hexyloxy-5-nitrobenzoic acid).